This data is from the Open Reaction Database (ORD), a public repository of structured organic reaction records. The task is: describe an organic reaction: reactants, conditions, products, and yield The reactants are COC(C1=CN=C(C=C1)OCC=1C(=NOC1C(F)(F)F)C1=CC=CC=C1)=O (6-(3-phenyl-5-trifluoromethyl-isoxazol-4-ylmethoxy)-nicotinic acid methyl ester), COC(C1=CN=C(C=C1)OCC=1C(=NOC1C)C1=CC=C(C=C1)Cl)=O (6-[3-(4-chloro-phenyl)-5-methyl-isoxazol-4-ylmethoxy]-nicotinic acid methyl ester), C(C)N (ethylamine). The product is C(C)NC(C1=CN=C(C=C1)OCC=1C(=NOC1C(F)(F)F)C1=CC=CC=C1)=O (N-Ethyl-6-(3-phenyl-5-trifluoromethyl-isoxazol-4-ylmethoxy)-nicotinamide). Reaction SMILES: C[O:2][C:3](=O)[C:4]1[CH:9]=[CH:8][C:7]([O:10][CH2:11][C:12]2[C:13]([C:21]3[CH:26]=[CH:25][CH:24]=[CH:23][CH:22]=3)=[N:14][O:15][C:16]=2[C:17]([F:20])([F:19])[F:18])=[N:6][CH:5]=1.COC(=O)[C:31]1C=CC(OCC2C(C3C=CC(Cl)=CC=3)=NOC=2C)=[N:33][CH:32]=1.C(N)C>>[CH2:32]([NH:33][C:3](=[O:2])[C:4]1[CH:9]=[CH:8][C:7]([O:10][CH2:11][C:12]2[C:13]([C:21]3[CH:26]=[CH:25][CH:24]=[CH:23][CH:22]=3)=[N:14][O:15][C:16]=2[C:17]([F:18])([F:19])[F:20])=[N:6][CH:5]=1)[CH3:31]. Reported procedure: As described for example 117, 6-(3-phenyl-5-trifluoromethyl-isoxazol-4-ylmethoxy)-nicotinic acid methyl ester (100 mg, 0.26 mmol), 6-[3-(4-chloro-phenyl)-5-methyl-isoxazol-4-ylmethoxy]-nicotinic acid methyl ester (144 mg, 0.4 mmol) was converted, using ethylamine (2 M in THF) instead of 2,2,2-trifluoroethylamine, to the title compound (80 mg, 77 which was obtained as a white solid. MS: m/e=392.3 [M+H]+. Reactants: CCOC(=O)C(C(=O)OCC)C(=O)c1cc(F)c(Cl)cc1Cl, O, Cc1ccc(S(=O)(=O)O)cc1. Yields the product CCOC(=O)CC(=O)c1cc(F)c(Cl)cc1Cl. As a reaction SMILES: [Cl:12][c:13]1[c:14]([C:15](=[O:16])[CH:17]([C:18](=[O:19])[O:20][CH2:21][CH3:22])[C:23]([O:24][CH2:25][CH3:26])=[O:27])[cH:28][c:29]([F:33])[c:30]([Cl:32])[cH:31]1.[OH2:34].[c:1]1([CH3:2])[cH:3][cH:4][c:5]([S:6]([OH:7])(=[O:8])=[O:9])[cH:10][cH:11]1>>[Cl:12][c:13]1[c:14]([C:15](=[O:16])[CH2:17][C:18](=[O:19])[O:20][CH2:21][CH3:22])[cH:28][c:29]([F:33])[c:30]([Cl:32])[cH:31]1.